Dataset: the Open Reaction Database (ORD), a public repository of structured organic reaction records. Task: describe an organic reaction: reactants, conditions, products, and yield Starting materials: O (water), C(C)C1=C(C(=CC=C1)CC)C=1C=C2C(=CN1)NC=C2 (5-(2,6-diethyl-phenyl)-1H-pyrrolo[2,3-c]pyridine), [H-].[Na+] (NaH), ClCC1=C(C=CC(=C1)C(C)C)C (2-chloromethyl-4-isopropyl-1-methyl-benzene). The solvent is CCOC(=O)C (EtOAc), CN(C)C=O (DMF). Reaction conditions: time 30 minute. Product: C(C)C1=C(C(=CC=C1)CC)C=1C=C2C(=CN1)N(C=C2)CC2=C(C=CC(=C2)C)C (5-(2,6-Diethyl-phenyl)-1-(2,5-dimethyl-benzyl)-1H-pyrrolo[2,3-c]pyridine). RXN SMILES: [CH2:1]([C:3]1[CH:8]=[CH:7][CH:6]=[C:5]([CH2:9][CH3:10])[C:4]=1[C:11]1[CH:12]=[C:13]2[CH:19]=[CH:18][NH:17][C:14]2=[CH:15][N:16]=1)[CH3:2].[H-].[Na+].Cl[CH2:23][C:24]1[CH:29]=[C:28]([CH:30](C)C)[CH:27]=[CH:26][C:25]=1[CH3:33].O>CN(C=O)C.CCOC(C)=O>[CH2:1]([C:3]1[CH:8]=[CH:7][CH:6]=[C:5]([CH2:9][CH3:10])[C:4]=1[C:11]1[CH:12]=[C:13]2[CH:19]=[CH:18][N:17]([CH2:23][C:24]3[CH:29]=[C:28]([CH3:30])[CH:27]=[CH:26][C:25]=3[CH3:33])[C:14]2=[CH:15][N:16]=1)[CH3:2] |f:1.2|. Reported procedure: To a solution of 5-(2,6-diethyl-phenyl)-1H-pyrrolo[2,3-c]pyridine (15 mg, 0.06 mmol) in DMF (0.5 mL) is added NaH (95%, 4 mg). The reaction mixture is stirred at room temperature for 30 minutes, and 2-chloromethyl-4-isopropyl-1-methyl-benzene (33 mg, 0.18 mmol) is then added. The mixture is heated at 60° C. for three hours and cooled. To the mixture, water (2 ml) and EtOAc (2 mL) are added. The organic layer is separated, washed with water once and concentrated under reduced pressure. The residu... The reactants are C(C1=CC=CC=C1)OC(=O)CCCOC=1C=C2C(=CN(C2=CC1)CC=1C=CC2=C(C=C(O2)C=2SC=C(N2)C(C)(C)C)C1)CC(=O)OC (methyl 5-[3-(benzyloxycarbonyl)propoxy]-1-{[2-(4-tert-butylthiazol-2-yl)benzofuran-5-yl]methyl}indole-3-acetate), O1CCCC1 (tetrahydrofuran), Pd--C. Run in CO (methanol). The product is C(C)(C)(C)C=1N=C(SC1)C=1OC2=C(C1)C=C(C=C2)CN2C=C(C1=CC(=CC=C21)OCCCC(=O)O)CC(=O)OC (methyl 1-{[2-(4-tert-butylthiazol-2-yl)benzofuran-5-yl]methyl}-5-(3-carboxypropoxy)indole-3-acetate). RXN SMILES: C([O:8][C:9]([CH2:11][CH2:12][CH2:13][O:14][C:15]1[CH:16]=[C:17]2[C:21](=[CH:22][CH:23]=1)[N:20]([CH2:24][C:25]1[CH:26]=[CH:27][C:28]3[O:32][C:31]([C:33]4[S:34][CH:35]=[C:36]([C:38]([CH3:41])([CH3:40])[CH3:39])[N:37]=4)=[CH:30][C:29]=3[CH:42]=1)[CH:19]=[C:18]2[CH2:43][C:44]([O:46][CH3:47])=[O:45])=[O:10])C1C=CC=CC=1.O1CCCC1>CO>[C:38]([C:36]1[N:37]=[C:33]([C:31]2[O:32][C:28]3[CH:27]=[CH:26][C:25]([CH2:24][N:20]4[C:21]5[C:17](=[CH:16][C:15]([O:14][CH2:13][CH2:12][CH2:11][C:9]([OH:10])=[O:8])=[CH:23][CH:22]=5)[C:18]([CH2:43][C:44]([O:46][CH3:47])=[O:45])=[CH:19]4)=[CH:42][C:29]=3[CH:30]=2)[S:34][CH:35]=1)([CH3:41])([CH3:39])[CH3:40]. Procedure details: A solution of methyl 5-[3-(benzyloxycarbonyl)propoxy]-1-{[2-(4-tert-butylthiazol-2-yl)benzofuran-5-yl]methyl}indole-3-acetate in a mixed solvent of tetrahydrofuran (2 ml) and methanol (2 ml) was hydrogenated over 10% Pd--C (60 mg) at room temperature under atmosphere pressure. After removal of the catalyst by filtration, the filtrate was concentrated under reduced pressure to give methyl 1-{[2-(4-tert-butylthiazol-2-yl)benzofuran-5-yl]methyl}-5-(3-carboxypropoxy)indole-3-acetate (0.16 g). Starting materials: C(C=C)N(CC=C)CC=1N=C(SC1)C=1N=CN2C1CN(C(C1=C2C=CC(=C1)F)=O)C (3-(4-diallylaminomethyl-thiazol-2-yl)-8-fluoro-5-methyl-5,6-dihydro-4H-imidazo[1,5-a][1,4]-benzodiazepin-6-one), Cl (hydrochloric acid). Solvent: C(C)O (ethanol). Run at time 15 minute. The product is Cl.C(C=C)N(CC=C)CC=1N=C(SC1)C=1N=CN2C1CN(C(C1=C2C=CC(=C1)F)=O)C (3-(4-diallylaminomethyl-thiazol-2-yl)-8-fluoro-5-methyl-5,6-dihydro-4H-imidazo[1,5-a][1,4]benzodiazepin-6-one hydrochloride). The yield is 80.0%. Reaction SMILES: [CH2:1]([N:4]([CH2:8][C:9]1[N:10]=[C:11]([C:14]2[N:15]=[CH:16][N:17]3[C:23]4[CH:24]=[CH:25][C:26]([F:28])=[CH:27][C:22]=4[C:21](=[O:29])[N:20]([CH3:30])[CH2:19][C:18]=23)[S:12][CH:13]=1)[CH2:5][CH:6]=[CH2:7])[CH:2]=[CH2:3].[ClH:31]>C(O)C>[ClH:31].[CH2:1]([N:4]([CH2:8][C:9]1[N:10]=[C:11]([C:14]2[N:15]=[CH:16][N:17]3[C:23]4[CH:24]=[CH:25][C:26]([F:28])=[CH:27][C:22]=4[C:21](=[O:29])[N:20]([CH3:30])[CH2:19][C:18]=23)[S:12][CH:13]=1)[CH2:5][CH:6]=[CH2:7])[CH:2]=[CH2:3] |f:3.4|. Procedure details: 0.90 g (0.00212 mol) of 3-(4-diallylaminomethyl-thiazol-2-yl)-8-fluoro-5-methyl-5,6-dihydro-4H-imidazo[1,5-a][1,4]-benzodiazepin-6-one in 40 ml of ethanol was treated with 0.45 ml (0.00215 mol) of 4.78N ethanolic hydrochloric acid. After stirring at room temperature for 15 minutes the solution obtained was completely freed from the solvents. The residue was recrystallized from ethanol/ether. There was obtained 0.78 g (80%) of 3-(4-diallylaminomethyl-thiazol-2-yl)-8-fluoro-5-methyl-5,6-dihydro-4H... The reactants are COC(=O)C1=CC(=C(C(=O)O)C(=C1)C)C (4-(methoxycarbonyl)-2,6-dimethylbenzoic acid), [N+](=[N-])=C (diazomethane), O.[OH-].[Li+] (lithium hydroxide monohydrate). The solvent is CO (methanol), O (water). Conditions: time 8 hour. The product is CC=1C=C(C(=O)O)C=C(C1C(=O)OC)C (3,5-dimethyl-4-(methoxycarbonyl)benzoic acid). Reaction SMILES: C[O:2][C:3]([C:5]1[CH:13]=[C:12]([CH3:14])[C:8]([C:9]([OH:11])=[O:10])=[C:7]([CH3:15])[CH:6]=1)=[O:4].[N+](=[CH2:18])=[N-].O.[OH-].[Li+]>CO.O>[CH3:15][C:7]1[CH:6]=[C:5]([CH:13]=[C:12]([CH3:14])[C:8]=1[C:9]([O:11][CH3:18])=[O:10])[C:3]([OH:2])=[O:4] |f:2.3.4|. Reported procedure: A solution of 4-(methoxycarbonyl)-2,6-dimethylbenzoic acid (2.08 g: 10 mmol) in methanol (25 mL) is treated with ethereal diazomethane until the yellow color persists and the solution is left at room temperature overnight. The solution is concentrated in vacuo to remove the remaining diethyl ether, then tetrahydrofuran (25 mL) is added. The solution is stirred in an ice-water bath as a solution of lithium hydroxide monohydrate (0.462 g, 11 mmol) in water (25 mL) is added. After the cooling bath ... Reactants: ClC1=NN=C(C2=CC=CC=C12)CC1=CC=NC=C1 (1-chloro-4-(4-pyridylmethyl)phthalazine), O(C1=CC=CC=C1)C1=CC=C(N)C=C1 (4-phenoxyaniline), N (NH3). Run in ClCCl.CO (dichloromethane methanol). Run at temperature 90 celsius. The product is O(C1=CC=CC=C1)C=1C=C(NC2=NN=C(C3=CC=CC=C23)CC2=CC=NC=C2)C=CC1 (1-(3-Phenoxyanilino)-4-(4-pyridylmethyl)phthalazine). RXN SMILES: Cl[C:2]1[C:11]2[C:6](=[CH:7][CH:8]=[CH:9][CH:10]=2)[C:5]([CH2:12][C:13]2[CH:18]=[CH:17][N:16]=[CH:15][CH:14]=2)=[N:4][N:3]=1.[O:19]([C:26]1[CH:32]=[CH:31][C:29](N)=[CH:28][CH:27]=1)[C:20]1[CH:25]=[CH:24][CH:23]=[CH:22][CH:21]=1.[NH3:33]>ClCCl.CO>[O:19]([C:26]1[CH:32]=[C:31]([CH:29]=[CH:28][CH:27]=1)[NH:33][C:2]1[C:11]2[C:6](=[CH:7][CH:8]=[CH:9][CH:10]=2)[C:5]([CH2:12][C:13]2[CH:18]=[CH:17][N:16]=[CH:15][CH:14]=2)=[N:4][N:3]=1)[C:20]1[CH:25]=[CH:24][CH:23]=[CH:22][CH:21]=1 |f:3.4|. Procedure: A mixture of 256 mg (1.00 mmol) 1-chloro-4-(4-pyridylmethyl)phthalazine and 556 mg (3.00 mmol) 4-phenoxyaniline (Aldrich) is heated for 2 h at 90° C. The melt is cooled and stirred with 6 ml NH3 solution (10% in water or 10 ml sat. NaHCO3 solution) and 15 ml dichloromethane/methanol 50:1 for 30 min. The aqueous phase is then separated off and extracted again with dichloromethane. The organic phase is dried (Na2SO4), concentrated by evaporation, and chromatographed (SiO2; ethyl acetate→ethyl acet... The reactants are BrC1=CC(=CC2=NON=C21)Br (4,6-dibromobenzo[c][1,2,5]oxadiazole), FC1=CC=C(CNC)C=C1 (4-fluoro-N-methylbenzylamine), CN1CCCC1=O (NMP), CCN(C(C)C)C(C)C (DIPEA). Solvent: O (water), CCOC(=O)C (EtOAc). Conditions: temperature 100 celsius. Yields the product BrC=1C=C(C=2C(=NON2)C1)N(C)CC1=CC=C(C=C1)F (6-bromo-N-(4-fluorobenzyl)-N-methylbenzo[c][1,2,5]oxadiazol-4-amine). The yield is 47.0%. RXN SMILES: Br[C:2]1[C:10]2[C:6](=[N:7][O:8][N:9]=2)[CH:5]=[C:4]([Br:11])[CH:3]=1.[F:12][C:13]1[CH:21]=[CH:20][C:16]([CH2:17][NH:18][CH3:19])=[CH:15][CH:14]=1.CN1C(=O)CCC1.CCN(C(C)C)C(C)C>O.CCOC(C)=O>[Br:11][C:4]1[CH:3]=[C:2]([N:18]([CH2:17][C:16]2[CH:20]=[CH:21][C:13]([F:12])=[CH:14][CH:15]=2)[CH3:19])[C:10]2[C:6]([CH:5]=1)=[N:7][O:8][N:9]=2. Procedure details: 4,6-dibromobenzo[c][1,2,5]oxadiazole (0.3688 g, 1.33 mmol), 4-fluoro-N-methylbenzylamine (0.18 mL, 1.39 mmol), NMP (3 mL) and DIPEA (0.26 mL, 1.5 mmol) were sealed in a tube and heated to 100° C. overnight. Upon cooling to room temperature, the mixture was diluted with water and EtOAc. The layers were separated and the aqueous layer was then back-extracted. The combined organic extracts were then washed with H2O, 1 N HCl (aq), saturated NaHCO3 (aq), H2O (3×), brine and then dried (Na2SO4), filte...